Dataset: the Open Reaction Database (ORD), a public repository of structured organic reaction records. Task: describe an organic reaction: reactants, conditions, products, and yield Product: C(=O)C1=C(C=C(S1)C(=O)OC)C1=CN=C2N1N=CC=C2 (Methyl 5-formyl-4-(imidazo[1,2-b]pyridazin-3-yl)thiophene-2-carboxylate). Conditions: time 5 hour. The solvent is O (water), C1CCOC1 (THF), O (water), O (water), O (water). The reactants are C(=C)C1=C(C=C(S1)C(=O)OC)C1=CN=C2N1N=CC=C2 (methyl 5-ethenyl-4-(imidazo[1,2-b]pyridazin-3-yl)thiophene-2-carboxylate), C[N+]1(CCOCC1)[O-] (NMO), S(=S)(=O)([O-])[O-].[Na+].[Na+] (sodium thiosulfate), resultant solution, I(=O)(=O)(=O)[O-].[Na+] (sodium periodate), C[N+]1(CCOCC1)[O-] (NMO), C[N+]1(CCOCC1)[O-] (NMO). As a reaction SMILES: [CH:1]([C:3]1[S:7][C:6]([C:8]([O:10][CH3:11])=[O:9])=[CH:5][C:4]=1[C:12]1[N:16]2[N:17]=[CH:18][CH:19]=[CH:20][C:15]2=[N:14][CH:13]=1)=C.C[N+]1([O-])CC[O:25]CC1.S([O-])([O-])(=O)=S.[Na+].[Na+].I([O-])(=O)(=O)=O.[Na+]>C1COCC1.O.O=[Os](=O)(=O)=O>[CH:1]([C:3]1[S:7][C:6]([C:8]([O:10][CH3:11])=[O:9])=[CH:5][C:4]=1[C:12]1[N:16]2[N:17]=[CH:18][CH:19]=[CH:20][C:15]2=[N:14][CH:13]=1)=[O:25] |f:2.3.4,5.6|. Reported procedure: To a stirred solution of methyl 5-ethenyl-4-(imidazo[1,2-b]pyridazin-3-yl)thiophene-2-carboxylate (160 mg, 0.56 mmol) in THF (1.9 mL) and water (0.95 mL) were added OsO4 (4% in water, 0.36 mL, 0.056 mmol) and NMO (79 mg, 0.67 mmol). The reaction mixture was left to stir for 5 h, treated with additional 0504 (4% in water, 0.36 mL, 0.056 mmol) and NMO (79 mg, 0.67 mmol), and left to stir overnight. Additional OsO4 (4% in water, 0.36 mL, 0.056 mmol) and NMO (79 mg, 0.67 mmol) were added and the res... Reagents/catalysts: O=[Os](=O)(=O)=O (OsO4), O=[Os](=O)(=O)=O (OsO4). Reactants: C(C)(C)(C)OC(=O)CCC(=O)N[C@@H](CC(OC(C)(C)C)=O)C(=O)N[C@@H](CCC(OC(C)(C)C)=O)C(=O)N[C@@H](CC1=C(C=CC=C1)C)C(=O)N[C@@H](C(C)(C)C)C(=O)N[C@@H](CC(C)C)C(=O)NC(CC1=CSC=C1)C(OC)OC (N2-[N-[N-[N-[N-[3-(tert-butoxycarbonyl)propionyl]-O-tert-butyl-L-α-aspartyl]-O-tert-butyl-L-α-glutamyl]-2-methyl-L-phenylalanyl]-3-methyl-L-valyl]-N1-[1(RS)-(dimethoxymethyl)-2-(3-thienyl)ethyl]-L-leucinamide), O (water). Solvent: ClCCl.FC(C(=O)O)(F)F (dichloromethane trifluoroacetic acid). Reaction conditions: time 3 hour. The product is C(=O)(O)CCC(=O)N[C@@H](CC(O)=O)C(=O)N[C@@H](CCC(O)=O)C(=O)N[C@@H](CC1=C(C=CC=C1)C)C(=O)N[C@@H](C(C)(C)C)C(=O)N[C@@H](CC(C)C)C(=O)NC(C=O)CC1=CSC=C1 ([N-[N-[N-[N-[N-(3-carboxypropionyl)-L-α-aspartyl-L-α-glutamyl]-2-methyl-L-phenylalanyl]-3-methyl-L-valyl]-L-leucyl]amino]-3(3-thienyl)propionaldehyde). Isolated yield 65.8%. RXN SMILES: C([O:5][C:6]([CH2:8][CH2:9][C:10]([NH:12][C@H:13]([C:22]([NH:24][C@H:25]([C:35]([NH:37][C@H:38]([C:47]([NH:49][C@H:50]([C:55]([NH:57][C@H:58]([C:63]([NH:65][CH:66]([CH:73](OC)[O:74]C)[CH2:67][C:68]1[CH:72]=[CH:71][S:70][CH:69]=1)=[O:64])[CH2:59][CH:60]([CH3:62])[CH3:61])=[O:56])[C:51]([CH3:54])([CH3:53])[CH3:52])=[O:48])[CH2:39][C:40]1[CH:45]=[CH:44][CH:43]=[CH:42][C:41]=1[CH3:46])=[O:36])[CH2:26][CH2:27][C:28](=[O:34])[O:29]C(C)(C)C)=[O:23])[CH2:14][C:15](=[O:21])[O:16]C(C)(C)C)=[O:11])=[O:7])(C)(C)C.O>ClCCl.FC(F)(F)C(O)=O>[C:6]([CH2:8][CH2:9][C:10]([NH:12][C@H:13]([C:22]([NH:24][C@H:25]([C:35]([NH:37][C@H:38]([C:47]([NH:49][C@H:50]([C:55]([NH:57][C@H:58]([C:63]([NH:65][CH:66]([CH2:67][C:68]1[CH:72]=[CH:71][S:70][CH:69]=1)[CH:73]=[O:74])=[O:64])[CH2:59][CH:60]([CH3:61])[CH3:62])=[O:56])[C:51]([CH3:54])([CH3:52])[CH3:53])=[O:48])[CH2:39][C:40]1[CH:45]=[CH:44][CH:43]=[CH:42][C:41]=1[CH3:46])=[O:36])[CH2:26][CH2:27][C:28](=[O:29])[OH:34])=[O:23])[CH2:14][C:15](=[O:16])[OH:21])=[O:11])([OH:7])=[O:5] |f:2.3|. Procedure: 0.065 g (0.06 mmol) of N2-[N-[N-[N-[N-[3-(tert-butoxycarbonyl)propionyl]-O-tert-butyl-L-α-aspartyl]-O-tert-butyl-L-α-glutamyl]-2-methyl-L-phenylalanyl]-3-methyl-L-valyl]-N1-[1(RS)-(dimethoxymethyl)-2-(3-thienyl)ethyl]-L-leucinamide wasdissolved in 10 ml of dichloromethane/trifluoroacetic acid (1:1) containing3 drops of water. The solution was stirred for 3 hours at room temperature.After removal of the solvent by evaporation the crude product was chromatographed on silica gel using dichlorometha...